describe an organic reaction: reactants, conditions, products, and yield From a dataset of the Open Reaction Database (ORD), a public repository of structured organic reaction records. The reactants are C1(=CC=CC=C1)NC(=O)NC1=CC=C(C=C1)C1=NN(C=C1C1=C2C(=NC=C1)NC=C2)CC(=O)O ([3-(4-{[(phenylamino)carbonyl]amino}phenyl)-4-(1H-pyrrolo[2,3-b]pyridin-4-yl)-1H-pyrazol-1-yl]acetic acid), C(=O)(N1C=NC=C1)N1C=NC=C1 (1,1′-carbonyldiimidazole), C(O)CN (ethanolamine). Solvent: CN(C=O)C (N,N-dimethylformamide). Conditions: time 30 minute. The product is OCCNC(CN1N=C(C(=C1)C1=C2C(=NC=C1)NC=C2)C2=CC=C(C=C2)NC(=O)NC2=CC=CC=C2)=O (N-(2-hydroxyethyl)-2-[3-(4-{[(phenylamino)carbonyl]amino}phenyl)-4-(1H-pyrrolo[2,3-b]pyridin-4-yl)-1H-pyrazol-1-yl]acetamide). As a reaction SMILES: [C:1]1([NH:7][C:8]([NH:10][C:11]2[CH:16]=[CH:15][C:14]([C:17]3[C:21]([C:22]4[CH:27]=[CH:26][N:25]=[C:24]5[NH:28][CH:29]=[CH:30][C:23]=45)=[CH:20][N:19]([CH2:31][C:32]([OH:34])=O)[N:18]=3)=[CH:13][CH:12]=2)=[O:9])[CH:6]=[CH:5][CH:4]=[CH:3][CH:2]=1.C(N1C=CN=C1)(N1C=CN=C1)=O.[CH2:47]([CH2:49][NH2:50])[OH:48]>CN(C)C=O>[OH:48][CH2:47][CH2:49][NH:50][C:32](=[O:34])[CH2:31][N:19]1[CH:20]=[C:21]([C:22]2[CH:27]=[CH:26][N:25]=[C:24]3[NH:28][CH:29]=[CH:30][C:23]=23)[C:17]([C:14]2[CH:15]=[CH:16][C:11]([NH:10][C:8]([NH:7][C:1]3[CH:2]=[CH:3][CH:4]=[CH:5][CH:6]=3)=[O:9])=[CH:12][CH:13]=2)=[N:18]1. Procedure details: To a solution of [3-(4-{[(phenylamino)carbonyl]amino}phenyl)-4-(1H-pyrrolo[2,3-b]pyridin-4-yl)-1H-pyrazol-1-yl]acetic acid (0.13 mmol) in anhydrous N,N-dimethylformamide (4 mL) was added 1,1′-carbonyldiimidazole (0.156 mmol). The reaction mixture was stirred at room temperature for 30 minutes and then ethanolamine (0.195 mmol) was added. The reaction mixture was stirred for another 3 h and concentrated in vacuo. Purification of the residue by Gilson reverse phase HPLC afforded recovered starting...